This data is from the Open Reaction Database (ORD), a public repository of structured organic reaction records. The task is: describe an organic reaction: reactants, conditions, products, and yield Reactants: Cl.NC(C=NO)(C)C (α-aminoisobutyraldoxime hydrochloride), [OH-].[Na+] (Sodium hydroxide), Cl (hydrochloric acid), ClCl (Chlorine), ClCl (chlorine), SCC(=O)OCC (ethyl mercaptoacetate), [OH-].[Na+] (sodium hydroxide). Solvent: O (water), O (water). Conditions: temperature 0 celsius, time 30 minute. Product: N(O)=C1SCC(NC1(C)C)=O (2-oximino-3,3-dimethyltetrahydro-1,4-thiazin-5-one). Isolated yield 13.6%. As a reaction SMILES: Cl.[NH2:2][C:3]([CH3:8])([CH3:7])[CH:4]=[N:5][OH:6].ClCl.[OH-].[Na+].Cl.[SH:14][CH2:15][C:16](OCC)=[O:17]>O>[N:5](=[C:4]1[C:3]([CH3:8])([CH3:7])[NH:2][C:16](=[O:17])[CH2:15][S:14]1)[OH:6] |f:0.1,3.4|. Reported procedure: A solution of 41 g α-aminoisobutyraldoxime hydrochloride and 150 ml. of water was charged into a stirred flask and cooled to 0° C. Chlorine was added to the solution at 0° C until 22 g. had been taken up. The reaction mixture was stirred at 0° C for 30 minutes after the chlorine addition. Sodium hydroxide (6 g in 40 ml water) was added with stirring to neutralize the hydrochloric acid, after which a solution of 36 g of ethyl mercaptoacetate and 12 g of sodium hydroxide in 40 ml of water was adde... As a reaction SMILES: [CH3:15][O:16][c:17]1[cH:18][cH:19][c:20](-[c:23]2[c:24]([C:28](=[O:29])[OH:30])[n:25][cH:26][o:27]2)[cH:21][cH:22]1.[F:1][C:2]([CH2:3][CH2:4][CH2:5][CH2:6][n:7]1[n:8][cH:9][c:10]([NH2:12])[cH:11]1)([CH3:13])[F:14]>>[F:1][C:2]([CH2:3][CH2:4][CH2:5][CH2:6][n:7]1[n:8][cH:9][c:10]([NH:12][C:28]([c:24]2[c:23](-[c:20]3[cH:19][cH:18][c:17]([O:16][CH3:15])[cH:22][cH:21]3)[o:27][cH:26][n:25]2)=[O:29])[cH:11]1)([CH3:13])[F:14]. Starting materials: COc1ccc(-c2ocnc2C(=O)O)cc1, CC(F)(F)CCCCn1cc(N)cn1. The product is COc1ccc(-c2ocnc2C(=O)Nc2cnn(CCCCC(C)(F)F)c2)cc1. The reactants are NC1=C2N=C(N(C2=NC(=N1)OCCCO)CC1=CC=CC=C1)OC (6-Amino-9-benzyl-2-(3-hydroxypropoxy)-8-methoxypurine), N (ammonia). Solvent: Cl (hydrochloric acid). The product is NC1=C2N=C(N(C2=NC(=N1)OCCCO)CC1=CC=CC=C1)O (6-Amino-9-benzyl-2-(3-hydroxypropoxy)-8-hydroxypurine). Yield: 50.7%. As a reaction SMILES: [NH2:1][C:2]1[N:10]=[C:9]([O:11][CH2:12][CH2:13][CH2:14][OH:15])[N:8]=[C:7]2[C:3]=1[N:4]=[C:5]([O:23]C)[N:6]2[CH2:16][C:17]1[CH:22]=[CH:21][CH:20]=[CH:19][CH:18]=1.N>Cl>[NH2:1][C:2]1[N:10]=[C:9]([O:11][CH2:12][CH2:13][CH2:14][OH:15])[N:8]=[C:7]2[C:3]=1[N:4]=[C:5]([OH:23])[N:6]2[CH2:16][C:17]1[CH:22]=[CH:21][CH:20]=[CH:19][CH:18]=1. Procedure details: 6-Amino-9-benzyl-2-(3-hydroxypropoxy)-8-methoxypurine (83 mg, 0.25 mmol) in concentrated hydrochloric acid (5 ml) was stirred at room temperature for 4 hours. The reaction mixture was neutralized with 28% aqueous ammonia and the resulting crystals were filtered and washed with water to give the subject compound (40 mg, yield 51%). Solvent: O (water), C(C)(=O)OCC (ethyl acetate). Reaction SMILES: [C:1]([O:5][C:6]([N:8]1[CH2:13][C@@H:12]2[CH2:14][C@H:9]1[C:10](=[O:15])[O:11]2)=[O:7])([CH3:4])([CH3:3])[CH3:2].Cl.[NH2:17][C:18]1([C:21]#[N:22])[CH2:20][CH2:19]1.C(C(CCCC)C([O-])=O)C.[Na+].Cl.[Cl-].[Na+]>O.C(OCC)(=O)C>[C:21]([C:18]1([NH:17][C:10]([C@@H:9]2[CH2:14][C@H:12]([OH:11])[CH2:13][N:8]2[C:6]([O:5][C:1]([CH3:4])([CH3:3])[CH3:2])=[O:7])=[O:15])[CH2:20][CH2:19]1)#[N:22] |f:1.2,3.4,6.7|. Product: C(#N)C1(CC1)NC(=O)[C@H]1N(C[C@H](C1)O)C(=O)OC(C)(C)C ((2S,4S)-tert-butyl 2-(1-cyanocyclopropylcarbamoyl)-4-hydroxypyrrolidine-1-carboxylate). Reported procedure: A suspension of tert-butyl 3-oxo-2-oxa-5-azabicyclo[2.2.1]heptane-5-carboxylate 8 (1 g, 4.69 mmol), 1-aminocyclopropanecarbonitrile hydrochloride (743 mg, 6.27 mmol) and sodium 2-ethylhexanoate (1.22 g, 7.12 mmol) in water (7 mL) was stirred for 2 days at 50° C. The reaction was acidified with 1N aqueous hydrogen chloride solution, saturated with sodium chloride and stirred with ethyl acetate for 1 hour. The organic layer was separated and the aqueous layer was extracted with ethyl acetate. The ... Reactants: Cl (hydrogen chloride), C(C)(C)(C)OC(=O)N1[C@@H]2C(O[C@H](C1)C2)=O ((1S,4S)-3-oxo-2-oxa-5-aza-bicyclo[2.2.1]heptan-5-carboxylic acid tert-butyl ester), Cl.NC1(CC1)C#N (1-aminocyclopropanecarbonitrile hydrochloride), C(C)C(C(=O)[O-])CCCC.[Na+] (sodium 2-ethylhexanoate), [Cl-].[Na+] (sodium chloride). Conditions: temperature 50 celsius, time 2 day. The yield is 55.1%. The reactants are BrC1=CC=C(C=C1)OB(O)O (4-Bromophenylboric acid), C1(C=CCC1)=O (cyclopentenone). Reagents/catalysts: C1=CC=C(C=C1)P(C2=CC=CC=C2)C3=C(C4=CC=CC=C4C=C3)C5=C(C=CC6=CC=CC=C65)P(C7=CC=CC=C7)C8=CC=CC=C8 ((S)-BINAP). Yields the product BrC1=CC=C(C=C1)[C@@H]1CC(CC1)=O ((3S)-3-(4-Bromophenyl)cyclopentanone). Isolated yield 91.3%. RXN SMILES: [Br:1][C:2]1[CH:7]=[CH:6][C:5](OB(O)O)=[CH:4][CH:3]=1.[C:12]1(=[O:17])[CH2:16][CH2:15][CH:14]=[CH:13]1>C1C=CC(P(C2C=CC3C(=CC=CC=3)C=2C2C3C(=CC=CC=3)C=CC=2P(C2C=CC=CC=2)C2C=CC=CC=2)C2C=CC=CC=2)=CC=1>[Br:1][C:2]1[CH:7]=[CH:6][C:5]([C@H:14]2[CH2:15][CH2:16][C:12](=[O:17])[CH2:13]2)=[CH:4][CH:3]=1. Procedure: 4-Bromophenylboric acid (3.61 g, 18 mmol), cyclopentenone (0.50 mL, 6.0 mmol) and (S)-BINAP (224 mg, 0.36 mmol) were used and treated in a similar manner to (Step 1) of (Example 1) to give the title compound (1.31 g, 90%). The reactants are C1(CC1)[Mg]Br (Cyclopropylmagnesium bromide), BrC=1C=CC(=C2N3C(=NC21)N(CCC3)C3=C(C=C(C=C3)Cl)Cl)C(=O)OC (methyl 9-bromo-1-(2,4-dichlorophenyl)-1,2,3,4-tetrahydropyrimido[1,2-a]benzimidazole-6-carboxylate), O1CCCC1 (tetrahydrofuran). Reaction conditions: temperature 60 celsius, time 90 minute. Product: BrC1=CC=C(C=2N3C(=NC21)N(CCC3)C3=C(C=C(C=C3)Cl)Cl)C(O)(C3CC3)C3CC3 ([9-Bromo-1-(2,4-dichlorophenyl)-1,2,3,4-tetrahydropyrimido[1,2-a]benzimidazol-6-yl](dicyclopropyl)methanol). Isolated yield 88.0%. RXN SMILES: [CH:1]1([Mg]Br)[CH2:3][CH2:2]1.[Br:6][C:7]1[CH:8]=[CH:9][C:10]([C:28](OC)=[O:29])=[C:11]2[C:15]=1[N:14]=[C:13]1[N:16]([C:20]3[CH:25]=[CH:24][C:23]([Cl:26])=[CH:22][C:21]=3[Cl:27])[CH2:17][CH2:18][CH2:19][N:12]21.O1[CH2:36][CH2:35][CH2:34]C1>>[Br:6][C:7]1[C:15]2[N:14]=[C:13]3[N:16]([C:20]4[CH:25]=[CH:24][C:23]([Cl:26])=[CH:22][C:21]=4[Cl:27])[CH2:17][CH2:18][CH2:19][N:12]3[C:11]=2[C:10]([C:28]([CH:34]2[CH2:35][CH2:36]2)([CH:1]2[CH2:3][CH2:2]2)[OH:29])=[CH:9][CH:8]=1. Procedure details: Cyclopropylmagnesium bromide (1.0 M solution in tetrahydrofuran, 0.880 mL, 0.880 mmol) was added to a stirred solution of methyl 9-bromo-1-(2,4-dichlorophenyl)-1,2,3,4-tetrahydropyrimido[1,2-a]benzimidazole-6-carboxylate (80.0 mg, 0.176 mmol) in tetrahydrofuran (0.88 mL), and the mixture was stirred at 60° C. for 90 min. The reaction was quenched by aqueous saturated ammonium chloride, and the mixture was extracted with ethyl acetate. The combined organic layer was washed with brine, dried over ... Starting materials: CN1CC(CC1)OC1=CC=C(C=N1)C(=O)OCC (Ethyl 6-[(1-methylpyrrolidin-3-yl)oxy]pyridine-3-carboxylate), CN1CC(CC1)OC1=CC=C(C=N1)C(=O)OCC (Ethyl 6-[(1-methylpyrrolidin-3-yl)oxy]pyridine-3-carboxylate), [OH-].[Na+] (sodium hydroxide). The solvent is CCO (EtOH). Run at time 4 hour. Yields the product CN1CC(CC1)OC1=CC=C(C=N1)C(=O)O (6-[(1-Methylpyrrolidin-3-yl)oxy]pyridine-3-carboxylic acid). Yield: 170.0%. RXN SMILES: [CH3:1][N:2]1[CH2:6][CH2:5][CH:4]([O:7][C:8]2[N:13]=[CH:12][C:11]([C:14]([O:16]CC)=[O:15])=[CH:10][CH:9]=2)[CH2:3]1.[OH-].[Na+]>CCO>[CH3:1][N:2]1[CH2:6][CH2:5][CH:4]([O:7][C:8]2[N:13]=[CH:12][C:11]([C:14]([OH:16])=[O:15])=[CH:10][CH:9]=2)[CH2:3]1 |f:1.2|. Procedure: Ethyl 6-[(1-methylpyrrolidin-3-yl)oxy]pyridine-3-carboxylate (Intermediate 241, 0.089 g, 0.36 mmol) was dissolved in EtOH (2 mL), 2M aq. sodium hydroxide (0.53 mL, 1.07 mmol) was added and the mixture was stirred at room temperature for 4 h. The mixture was concentrated under vacuum and the residue acidified to pH 6 by adding 2M hydrochloric acid. The mixture was then concentrated and dried under vacuum to afford the title compound as a cream solid (0.136 g), which was used directly in the next ... Reactants: N1=CC=C(C=C1)C1C(C1)C(=O)O (2-(pyridin-4-yl)cyclopropanecarboxylic acid), CN[C@@H]1CCC=2N(C3=CC=CC=C3C2CC(=O)OCCC)C1 (propyl [(7R)-7-(methylamino)-6,7,8,9-tetrahydropyrido[1,2-a]indol-10-yl]acetate). Yields the product CN([C@@H]1CCC=2N(C3=CC=CC=C3C2CC(=O)O)C1)C(=O)C1C(C1)C1=CC=NC=C1 ([(7R)-7-(methyl {[2-(pyridin-4-yl)cyclopropyl]carbonyl}amino)-6,7,8,9-tetrahydropyrido[1,2-a]indol-10-yl]acetic acid). As a reaction SMILES: [N:1]1[CH:6]=[CH:5][C:4]([CH:7]2[CH2:9][CH:8]2[C:10]([OH:12])=O)=[CH:3][CH:2]=1.[CH3:13][NH:14][C@H:15]1[CH2:34][N:19]2[C:20]3[C:25]([C:26]([CH2:27][C:28]([O:30]CCC)=[O:29])=[C:18]2[CH2:17][CH2:16]1)=[CH:24][CH:23]=[CH:22][CH:21]=3>>[CH3:13][N:14]([C:10]([CH:8]1[CH2:9][CH:7]1[C:4]1[CH:3]=[CH:2][N:1]=[CH:6][CH:5]=1)=[O:12])[C@H:15]1[CH2:34][N:19]2[C:20]3[C:25]([C:26]([CH2:27][C:28]([OH:30])=[O:29])=[C:18]2[CH2:17][CH2:16]1)=[CH:24][CH:23]=[CH:22][CH:21]=3. Reported procedure: The title compound was prepared using analogous procedures described in Example 1 (Method A) from 2-(pyridin-4-yl)cyclopropanecarboxylic acid and propyl [(7R)-7-(methylamino)-6,7,8,9-tetrahydropyrido[1,2-a]indol-10-yl]acetate. MS (+ESI) m/z: 404. Reactants: C1(CCCCC1)N=C=NC1CCCCC1 (dicyclohexylcarbodiimide), solution, C(C1=CC=CC=C1)ON[C@@H](CC(C)C)C(=O)NC(C(=O)O)C(NCC1=CC(=CC=C1)OC)=O (N-(N-benzyloxyleucyl)-α-[N-(3-methoxybenzyl)]carbamoylglycine), ON1C(CCC1=O)=O (N-hydroxysuccinimide). Solvent: O1CCOCC1 (dioxane). Run at time 16 hour. The product is C(C1=CC=CC=C1)ON1C(C(NC(C1CC(C)C)=O)C(NCC1=CC(=CC=C1)OC)=O)=O (1-benzyloxy-6-isobutyl-3-[N-(3-methoxybenzyl)]carbamoylpiperazine-2,5-dione). Yield: 92.7%. As a reaction SMILES: C1(N=C=NC2CCCCC2)CCCCC1.[CH2:16]([O:23][NH:24][C@H:25]([C:30]([NH:32][CH:33]([C:37](=[O:48])[NH:38][CH2:39][C:40]1[CH:45]=[CH:44][CH:43]=[C:42]([O:46][CH3:47])[CH:41]=1)[C:34](O)=[O:35])=[O:31])[CH2:26][CH:27]([CH3:29])[CH3:28])[C:17]1[CH:22]=[CH:21][CH:20]=[CH:19][CH:18]=1.ON1C(=O)CCC1=O>O1CCOCC1>[CH2:16]([O:23][N:24]1[CH:25]([CH2:26][CH:27]([CH3:29])[CH3:28])[C:30](=[O:31])[NH:32][CH:33]([C:37](=[O:48])[NH:38][CH2:39][C:40]2[CH:45]=[CH:44][CH:43]=[C:42]([O:46][CH3:47])[CH:41]=2)[C:34]1=[O:35])[C:17]1[CH:22]=[CH:21][CH:20]=[CH:19][CH:18]=1. Procedure: 0.41 g of dicyclohexylcarbodiimide was added to 20 ml of a solution of 0.91 g of N-(N-benzyloxyleucyl)-α-[N-(3-methoxybenzyl)]carbamoylglycine and 0.23 g of N-hydroxysuccinimide in anhydrous dioxane. The mixture was stirred at room temperature for 16 hours. The reaction mixture was filtered to remove the insoluble materials. The filtrate was diluted with 50 ml of ethyl acetate. The resulting solution was washed with 1N hydrochloric acid and an aqueous solution saturated with sodium hydrogen carb... Reactants: C([O-])(O)=O.[Na+] (sodium bicarbonate), C(C)(=O)OCC (ethyl acetate), C(=O)(OCC1=CC=CC=C1)NCC1=NC2=CC=C(C=C2C(N1N)(C1=C(C=CC=C1)Cl)O)Cl (2-carbobenzoxyaminomethyl-3-amino-4-hydroxy-4-(2-chlorophenyl)-6-chloro-3,4-dihydroquinazoline), C(C)(=O)Cl (acetyl chloride), resultant mixture. The solvent is CN(C=O)C (dimethylformamide). Reaction conditions: time 8 hour. The product is C(=O)(OCC1=CC=CC=C1)NCC1=NC2=CC=C(C=C2C(N1NC(C)=O)(C1=C(C=CC=C1)Cl)O)Cl (2-carbobenzoxyaminomethyl-3-acetamido-4-hydroxy-4-(2-chlorophenyl)-6-chloro-3,4-dihydroquinazoline). Yield: 81.7%. Reaction SMILES: [C:1]([NH:11][CH2:12][C:13]1[N:22]([NH2:23])[C:21]([OH:31])([C:24]2[CH:29]=[CH:28][CH:27]=[CH:26][C:25]=2[Cl:30])[C:20]2[C:15](=[CH:16][CH:17]=[C:18]([Cl:32])[CH:19]=2)[N:14]=1)([O:3][CH2:4][C:5]1[CH:10]=[CH:9][CH:8]=[CH:7][CH:6]=1)=[O:2].[C:33](Cl)(=[O:35])[CH3:34].C(=O)(O)[O-].[Na+].C(OCC)(=O)C>CN(C)C=O>[C:1]([NH:11][CH2:12][C:13]1[N:22]([NH:23][C:33](=[O:35])[CH3:34])[C:21]([OH:31])([C:24]2[CH:29]=[CH:28][CH:27]=[CH:26][C:25]=2[Cl:30])[C:20]2[C:15](=[CH:16][CH:17]=[C:18]([Cl:32])[CH:19]=2)[N:14]=1)([O:3][CH2:4][C:5]1[CH:6]=[CH:7][CH:8]=[CH:9][CH:10]=1)=[O:2] |f:2.3|. Reported procedure: To a solution of 2-carbobenzoxyaminomethyl-3-amino-4-hydroxy-4-(2-chlorophenyl)-6-chloro-3,4-dihydroquinazoline (2.36 g) in dimethylformamide (15 ml), acetyl chloride (0.79 g) is added, and the resultant mixture is stirred at room temperature for 5 hours and allowed to stand overnight. The reaction mixture is neutralized with aqueous sodium bicarbonate and shaken with ethyl acetate. The organic layer is washed with water and evaporated to give 2-carbobenzoxyaminomethyl-3-acetamido-4-hydroxy-4-(2...